Dataset: the Open Reaction Database (ORD), a public repository of structured organic reaction records. Task: describe an organic reaction: reactants, conditions, products, and yield Reaction SMILES: [CH3:1][O:2][C:3]([CH:4]([CH2:5][c:6]1[cH:7][cH:8][cH:9][cH:10][cH:11]1)[N:12]([C:13]([CH:14]=[CH:15][c:16]1[cH:17][cH:18][c:19]([C:22]([F:23])([F:24])[F:25])[cH:20][cH:21]1)=[O:26])[CH2:27][c:28]1[cH:29][cH:30][c:31]([CH2:34][CH2:35][CH2:36][CH2:37][CH3:38])[cH:32][cH:33]1)=[O:39].[CH3:53][OH:54].[OH:40][C:41]([CH2:42][C:43]([C:44](=[O:45])[OH:46])([CH2:47][C:48](=[O:49])[OH:50])[OH:51])=[O:52]>>[O:2]=[C:3]([CH:4]([CH2:5][c:6]1[cH:7][cH:8][cH:9][cH:10][cH:11]1)[N:12]([C:13]([CH:14]=[CH:15][c:16]1[cH:17][cH:18][c:19]([C:22]([F:23])([F:24])[F:25])[cH:20][cH:21]1)=[O:26])[CH2:27][c:28]1[cH:29][cH:30][c:31]([CH2:34][CH2:35][CH2:36][CH2:37][CH3:38])[cH:32][cH:33]1)[OH:39]. Starting materials: CCCCCc1ccc(CN(C(=O)C=Cc2ccc(C(F)(F)F)cc2)C(Cc2ccccc2)C(=O)OC)cc1, CO, O=C(O)CC(O)(CC(=O)O)C(=O)O. Product: CCCCCc1ccc(CN(C(=O)C=Cc2ccc(C(F)(F)F)cc2)C(Cc2ccccc2)C(=O)O)cc1. Reactants: BrCCC(=O)O (3-bromopropionic acid), liquid, N (ammonia), [Na] (sodium), C1=CC=C(C=C1)CC2=CC=CC=C2F (2-fluorodiphenylmethane), amide, [Na] (sodium), Cl (hydrochloric acid), N (ammonia). Reagents/catalysts: [N+](=O)([O-])[O-].[Fe+3].[N+](=O)([O-])[O-].[N+](=O)([O-])[O-] (iron (III) nitrate). Run in CCOCC (ether). Run at time 10 minute. The product is FC1=C(C=CC=C1)C(CCC(=O)O)C1=CC=CC=C1 (4-(2-fluorophenyl)-4-phenylbutyric acid). RXN SMILES: [CH:1]1[CH:6]=[CH:5][C:4]([CH2:7][C:8]2[C:13]([F:14])=[CH:12][CH:11]=[CH:10][CH:9]=2)=[CH:3][CH:2]=1.N.[Na].Br[CH2:18][CH2:19][C:20]([OH:22])=[O:21].Cl>CCOCC.[N+]([O-])([O-])=O.[Fe+3].[N+]([O-])([O-])=O.[N+]([O-])([O-])=O>[F:14][C:13]1[CH:12]=[CH:11][CH:10]=[CH:9][C:8]=1[CH:7]([C:4]1[CH:3]=[CH:2][CH:1]=[CH:6][CH:5]=1)[CH2:18][CH2:19][C:20]([OH:22])=[O:21] |f:6.7.8.9,^1:15|. Reported procedure: 100 g of 2-fluorodiphenylmethane are slowly added dropwise to a solution of sodiuum amide which has been prepared from 500 ml of liquid ammonia, 0.22 g of iron (III) nitrate and 13.2 g of sodium. After 10 minutes, a solution of 40.75 g of 3-bromopropionic acid in 500 ml of ether is added dropwise. After a further 15 minutes, the ammonia is allowed to distill off. The crystallized-out sodium salt of 4-(2-fluorophenyl)-4-phenylbutyric acid is filtered off and washed with ether. The free acid is ob... The reactants are CC(=O)NCc1cc(C(C)(C)C)cc(S(=O)(=O)Cl)c1O, CN, CC(C)=O, O. Product: CNS(=O)(=O)c1cc(C(C)(C)C)cc(CNC(C)=O)c1O. RXN SMILES: [C:1]([CH3:2])(=[O:3])[NH:4][CH2:5][c:6]1[c:7]([OH:20])[c:8]([S:16](=[O:17])(=[O:18])[Cl:19])[cH:9][c:10]([C:12]([CH3:13])([CH3:14])[CH3:15])[cH:11]1.[CH3:21][NH2:22].[CH3:24][C:25](=[O:26])[CH3:27].[OH2:23]>>[C:1]([CH3:2])(=[O:3])[NH:4][CH2:5][c:6]1[c:7]([OH:20])[c:8]([S:16](=[O:17])(=[O:18])[NH:22][CH3:21])[cH:9][c:10]([C:12]([CH3:13])([CH3:14])[CH3:15])[cH:11]1. The reactants are Cl (HCl), CO (methanol), C(C)(SC(C)CC(C(CC)C)=O)=O (S-(5-methyl-4-oxoheptan-2-yl) ethanethioate). Solvent: O (Water). Conditions: temperature 40 celsius, time 48 hour. Yields the product SC(C)CC(C(CC)C)=O (2-mercapto-5-methyl-heptan-4-one). The yield is 75.3%. As a reaction SMILES: Cl.CO.C(=O)([S:6][CH:7]([CH2:9][C:10](=[O:15])[CH:11]([CH3:14])[CH2:12][CH3:13])[CH3:8])C>O>[SH:6][CH:7]([CH2:9][C:10](=[O:15])[CH:11]([CH3:14])[CH2:12][CH3:13])[CH3:8]. Procedure details: A reaction flask was charged with HCl (1.25 M, 500 mL) in methanol (0.63 mol). S-(5-methyl-4-oxoheptan-2-yl) ethanethioate (127.0 g, 0.63 mol) (synthesized as above in EXAMPLE I) then added into the reaction flask in one portion. The reaction mixture was stirred at 40° C. for about 48 hours, then cooled down to room temperature, and transferred into a separatory funnel Water (250 mL) was added. The reaction mixture was then extracted twice with ethyl acetate (250 mL each time). The organic phase... The reactants are C(C)(=O)O (acetic acid), ClC1=CC=C(C(=O)C2=CC=C(C=C2)CSC)C=C1 (4-chloro-4'-methylmercaptomethylbenzophenone), OO (hydrogen peroxide), O (water). Solvent: C1(=CC=CC=C1)C (toluene). Conditions: time 2 hour. Product: ClC1=CC=C(C(=O)C2=CC=C(C=C2)CS(=O)C)C=C1 (4-chloro-4'-methylsulfinylmethylbenzophenone). As a reaction SMILES: C(O)(=[O:3])C.[Cl:5][C:6]1[CH:22]=[CH:21][C:9]([C:10]([C:12]2[CH:17]=[CH:16][C:15]([CH2:18][S:19][CH3:20])=[CH:14][CH:13]=2)=[O:11])=[CH:8][CH:7]=1.OO.O>C1(C)C=CC=CC=1>[Cl:5][C:6]1[CH:22]=[CH:21][C:9]([C:10]([C:12]2[CH:17]=[CH:16][C:15]([CH2:18][S:19]([CH3:20])=[O:3])=[CH:14][CH:13]=2)=[O:11])=[CH:8][CH:7]=1. Reported procedure: To an acetic acid solution (30 ml) of 4-chloro-4'-methylmercaptomethylbenzophenone (8.3 g), aqueous 30% hydrogen peroxide solution (3.5 ml) was added, and the mixture was stirred for 2 hours while keeping at 10° C. To the reaction solution, water (200 ml) and toluene (200 ml) were added, and then the organic layer was separated, and washed successively with water, an aqueous sodium bicarbonate solution and an aqueous saturated sodium chloride solution, followed by drying over anhydrous magnesium...